From a dataset of the Open Reaction Database (ORD), a public repository of structured organic reaction records. describe an organic reaction: reactants, conditions, products, and yield Starting materials: CC=1C=C(C(=O)N[C@H](C(=O)O)CCCC2=CC=CC=C2)C=CC1 ((S)-2-(3-methyl-benzoylamino)-5-phenyl-pentanoic acid), COC1=CC=C(C=C1)NCCN (N-(4-Methoxyphenyl)-ethane-1,2-diamine), C=1C=CC2=C(C1)N=NN2O (HOBt), CC(N=C=NC(C)C)C (DIC). Run in C(Cl)Cl (DCM). Run at time 10 minute. Product: title compound, COC1=CC=C(C=C1)NCCNC(=O)[C@H](CCCC1=CC=CC=C1)NC(C1=CC(=CC=C1)C)=O ((S)-N-{1-[2-(4-Methoxy-phenylamino)-ethylcarbamoyl]-4-phenyl-butyl}-3-methyl-benzamide). Isolated yield 57.1%. RXN SMILES: [CH3:1][C:2]1[CH:3]=[C:4]([CH:21]=[CH:22][CH:23]=1)[C:5]([NH:7][C@@H:8]([CH2:12][CH2:13][CH2:14][C:15]1[CH:20]=[CH:19][CH:18]=[CH:17][CH:16]=1)[C:9]([OH:11])=O)=[O:6].C1C=CC2N(O)N=NC=2C=1.CC(C)N=C=NC(C)C.[CH3:43][O:44][C:45]1[CH:50]=[CH:49][C:48]([NH:51][CH2:52][CH2:53][NH2:54])=[CH:47][CH:46]=1>C(Cl)Cl>[CH3:43][O:44][C:45]1[CH:50]=[CH:49][C:48]([NH:51][CH2:52][CH2:53][NH:54][C:9]([C@@H:8]([NH:7][C:5](=[O:6])[C:4]2[CH:21]=[CH:22][CH:23]=[C:2]([CH3:1])[CH:3]=2)[CH2:12][CH2:13][CH2:14][C:15]2[CH:20]=[CH:19][CH:18]=[CH:17][CH:16]=2)=[O:11])=[CH:47][CH:46]=1. Procedure details: L-Styryl alanine 1 (50 mg, 0.26 mmol) was dissolved in MeOH (5 mL) and the reaction vessel was flushed with nitrogen. Catalytic amount of palladium (10% on carbon) was added and the reaction vessel was placed under a hydrogen atmosphere. The mixture was stirred for 2 h at room temperature, then filtered over celite. The organic solvent was removed in vacuo to yield (S)-2-amino-5-phenyl-pentanoic acid 2 (51 mg, quant.) as a white powder: 1H-NMR (400 MHz, CD3OD) δ=7.42–7.25 (m, 5H), 3.71 (t, J=6.0... Starting materials: Cl (hydrochloric acid), Cl (hydrochloric acid), C(O)([O-])=O.[Na+] (sodium hydrogen carbonate), [BH4-].[Na+] (sodium borohydride), Br.N[C@@H](C)C(=O)NC(C(=O)O)C1C(NC(C1)=O)=O (L-alanyl-2-(2,5-dioxopyrrolidin-3-yl)glycine hydrobromide). Solvent: O (water), O (water). Reaction conditions: time 1 hour. Yields the product N[C@@H](C)C(=O)NC(C(=O)O)C1C(NC(C1)O)=O (L-alanyl-2-(5-hydroxy-2-oxopyrrolidin-3-yl)glycine). As a reaction SMILES: Br.[NH2:2][C@H:3]([C:5]([NH:7][CH:8]([CH:12]1[CH2:16][C:15](=[O:17])[NH:14][C:13]1=[O:18])[C:9]([OH:11])=[O:10])=[O:6])[CH3:4].C(=O)([O-])O.[Na+].[BH4-].[Na+].Cl>O>[NH2:2][C@H:3]([C:5]([NH:7][CH:8]([CH:12]1[CH2:16][CH:15]([OH:17])[NH:14][C:13]1=[O:18])[C:9]([OH:11])=[O:10])=[O:6])[CH3:4] |f:0.1,2.3,4.5|. Procedure: In 20 ml of water was dissolved 3.2 g of L-alanyl-2-(2,5-dioxopyrrolidin-3-yl)glycine hydrobromide and the solution was adjusted to pH 6 with a saturated aqueous solution of sodium hydrogen carbonate and cooled to 0°-5° C. To this solution was added 1.5 g of sodium borohydride all at once. The mixture was stirred at the same temperature for one hour, while kept maintaining at pH 8.9-9.2 with 2 N hydrochloric acid. The reaction mixture was adjusted to pH 4.0 with 2 N hydrochloric acid, diluted wi... The reactants are CN(C)CC(O)c1ccn2c(-c3ccnc(S(C)(=O)=O)n3)c(-c3ccc(F)cc3)nc2c1, N, C1CCOC1. The product is CN(C)CC(O)c1ccn2c(-c3ccnc(N)n3)c(-c3ccc(F)cc3)nc2c1. As a reaction SMILES: [F:1][c:2]1[cH:3][cH:4][c:5](-[c:8]2[n:9][c:10]3[n:11]([cH:12][cH:13][c:14]([CH:16]([CH2:17][N:18]([CH3:19])[CH3:20])[OH:21])[cH:15]3)[c:22]2-[c:23]2[n:24][c:25]([S:29]([CH3:30])(=[O:31])=[O:32])[n:26][cH:27][cH:28]2)[cH:6][cH:7]1.[NH3:33].[O:34]1[CH2:35][CH2:36][CH2:37][CH2:38]1>>[F:1][c:2]1[cH:3][cH:4][c:5](-[c:8]2[n:9][c:10]3[n:11]([cH:12][cH:13][c:14]([CH:16]([CH2:17][N:18]([CH3:19])[CH3:20])[OH:21])[cH:15]3)[c:22]2-[c:23]2[n:24][c:25]([NH2:33])[n:26][cH:27][cH:28]2)[cH:6][cH:7]1. Reaction SMILES: [CH3:16][NH2:17].[CH3:18][C:19]1([CH3:20])[CH2:21][CH2:22][CH2:23][C:24]([CH3:25])([CH3:26])[NH:27]1.[CH3:37][CH2:38][OH:39].[CH3:40][C:41]#[N:42].[Cl:14][OH:15].[Cl:1][c:2]1[cH:3][cH:4][c:5]([CH:8]([CH2:9][CH2:10][NH:11][CH3:12])[OH:13])[cH:6][cH:7]1.[F:28][c:29]1[c:30]([CH2:31][Cl:32])[cH:33][cH:34][cH:35][cH:36]1>>[Cl:1][c:2]1[cH:3][cH:4][c:5]([CH:8]([CH2:9][CH2:10][N:11]([CH3:12])[CH2:31][c:30]2[c:29]([F:28])[cH:36][cH:35][cH:34][cH:33]2)[OH:13])[cH:6][cH:7]1. The product is CN(CCC(O)c1ccc(Cl)cc1)Cc1ccccc1F. The reactants are CN, CC1(C)CCCC(C)(C)N1, CCO, CC#N, OCl, CNCCC(O)c1ccc(Cl)cc1, Fc1ccccc1CCl. Starting materials: C(C)OC(C1=CC=C(C=C1)C(C#CC1=CC=CC=C1)O)OCC (1-(4-diethoxymethylphenyl)-3-phenyl-prop-2-yn-1-ol), O1CCCC1 (tetrahydrofuran), [NH+]1=CC=CC=C1.C1(=CC=C(C=C1)S(=O)(=O)[O-])C (p-toluenesulfonic acid pyridinium salt), saturated aqueous solution, C([O-])(O)=O.[Na+] (sodium bicarbonate). Run in O (water). Conditions: temperature 20 celsius, time 15 hour. Product: C(=O)C1=CC=C(C=C1)C(C#CC1=CC=CC=C1)O (1-(4-formylphenyl)-3-phenylprop-2-yn-1-ol). Yield: 93.0%. As a reaction SMILES: C([O:3][CH:4](OCC)[C:5]1[CH:10]=[CH:9][C:8]([CH:11]([OH:20])[C:12]#[C:13][C:14]2[CH:19]=[CH:18][CH:17]=[CH:16][CH:15]=2)=[CH:7][CH:6]=1)C.O1CCCC1.[NH+]1C=CC=CC=1.C1(C)C=CC(S([O-])(=O)=O)=CC=1.C(=O)(O)[O-].[Na+]>O>[CH:4]([C:5]1[CH:6]=[CH:7][C:8]([CH:11]([OH:20])[C:12]#[C:13][C:14]2[CH:19]=[CH:18][CH:17]=[CH:16][CH:15]=2)=[CH:9][CH:10]=1)=[O:3] |f:2.3,4.5|. Procedure: To 185 g of 1-(4-diethoxymethylphenyl)-3-phenyl-prop-2-yn-1-ol in 1.8 liters of a 9:1 mixture of tetrahydrofuran and water were added 30 g of p-toluenesulfonic acid pyridinium salt. After stirring at 20° C. for 15 hours, 500 ml of a saturated aqueous solution of sodium bicarbonate were added. The organic layer was separated, and after drying over magnesium sulfate, the drying agent was separated, and ethyl acetate was distilled off at 40° C. and 2.7×103Pa to yield 131 g of 1-(4-formylphenyl)-3-p... The reactants are ClC1=C(C(=O)O)C=CC=C1 (2-chlorobenzoic acid), FC(C1=NC=C(C=N1)C1(CCC(CC1)(F)F)CN)F ((1-(2-(difluoro methyl)pyrimidin-5-yl)-4,4-difluorocyclohexyl)methanamine). Product: ClC1=C(C(=O)NCC2(CCC(CC2)(F)F)C=2C=NC(=NC2)C(F)F)C=CC=C1 (2-Chloro-N-((4,4-difluoro-1-(2-(difluoromethyl)pyrimidin-5-yl)cyclohexyl)methyl)benzamide). Reaction SMILES: [Cl:1][C:2]1[CH:10]=[CH:9][CH:8]=[CH:7][C:3]=1[C:4]([OH:6])=O.[F:11][CH:12]([F:29])[C:13]1[N:18]=[CH:17][C:16]([C:19]2([CH2:27][NH2:28])[CH2:24][CH2:23][C:22]([F:26])([F:25])[CH2:21][CH2:20]2)=[CH:15][N:14]=1>>[Cl:1][C:2]1[CH:10]=[CH:9][CH:8]=[CH:7][C:3]=1[C:4]([NH:28][CH2:27][C:19]1([C:16]2[CH:15]=[N:14][C:13]([CH:12]([F:29])[F:11])=[N:18][CH:17]=2)[CH2:24][CH2:23][C:22]([F:25])([F:26])[CH2:21][CH2:20]1)=[O:6]. Reported procedure: From 2-chlorobenzoic acid and (1-(2-(difluoro methyl)pyrimidin-5-yl)-4,4-difluorocyclohexyl)methanamine. LCMS (MH+): m/z=416.1, tR (minutes, Method F)=2.83 Reactants: Pyridinium bromide perbromide, FC([C@@H]1[C@]2(C)[C@@H](CC1)[C@@H]1CCC=3CC(CCC3[C@H]1CC2)=O)F (17β-difluoromethylestr-5(10)-en-3-one), O (Water). The solvent is N1=CC=CC=C1 (pyridine). Product: FC([C@@H]1[C@]2(C)[C@@H](CC1)[C@@H]1CCC3=CC(CCC3=C1CC2)=O)F (17β-Difluoromethylestr-4,9-dien-3-one). RXN SMILES: [F:1][CH:2]([F:22])[C@H:3]1[CH2:8][CH2:7][C@H:6]2[C@H:9]3[C@H:18]([CH2:19][CH2:20][C@:4]12[CH3:5])[C:17]1[CH2:16][CH2:15][C:14](=[O:21])[CH2:13][C:12]=1[CH2:11][CH2:10]3.C1C=C[NH+]=CC=1.Br[Br-]Br.O>N1C=CC=CC=1>[F:1][CH:2]([F:22])[C@H:3]1[CH2:8][CH2:7][C@H:6]2[C@H:9]3[C:18]([CH2:19][CH2:20][C@:4]12[CH3:5])=[C:17]1[C:12](=[CH:13][C:14](=[O:21])[CH2:15][CH2:16]1)[CH2:11][CH2:10]3 |f:1.2|. Procedure details: The 17β-difluoromethylestr-5(10)-en-3-one is dissolved in pyridine under nitrogen with stirring. Pyridinium bromide perbromide is added over a 5-minute period. The reaction is stirred at 20°-25° under nitrogen for about 2.5 hr. Water is then added and the product extracted with diethyl ether. The diethyl ether extract is washed with water, dilute hydrochloric acid, water, dilute bicarbonate, water, and chromatographed over a silica gel column. The column is eluted with a gradient between 10% eth... Run in CO (methanol). Yield: 72.0%. Conditions: time 3 hour. Starting materials: COC1=CC=C(C=C1)OCOCC#C (1-Methoxy-4-[(2-propynyloxy)methoxy]benzene), [OH-].[Na+] (sodium hydroxide), II (Iodine). Procedure: 1-Methoxy-4-[(2-propynyloxy)methoxy]benzene (Intermediate II-a) (9.8 g, 0.5 mol) prepared in the above example 2 and 48% w/v aqueous sodium hydroxide solution (11.0 g) were added to methanol (75 g). Iodine (14.0 g, 0.055 mol) was then added to the solution in several portions during which the inner temperature was maintained at below 10° C. The reaction mixture was stirred for further 3 hours and the solvent was then evaporated off. The residue was extracted with toluene (20 ml) and the toluene ... The product is IC#CCOCOC1=CC=C(C=C1)OC (1-[[(3-iodo-2-propynyl) oxy]methoxy]-4-methoxybenzene). Reaction SMILES: [CH3:1][O:2][C:3]1[CH:8]=[CH:7][C:6]([O:9][CH2:10][O:11][CH2:12][C:13]#[CH:14])=[CH:5][CH:4]=1.[OH-].[Na+].[I:17]I>CO>[I:17][C:14]#[C:13][CH2:12][O:11][CH2:10][O:9][C:6]1[CH:7]=[CH:8][C:3]([O:2][CH3:1])=[CH:4][CH:5]=1 |f:1.2|. Reactants: C(C)OC1=C(C(=C(C=C1)C=1C=C2COC(C2=CC1)=O)O)OC (5-(4-ethoxy-2-hydroxy-3-methoxyphenyl)isobenzofuran-1(3H)-one), C([O-])([O-])=O.[K+].[K+] (potassium carbonate), BrCC1(COC1)CO ((3-Bromomethyl-oxetan-3-yl)-methanol). The solvent is C(C)#N (acetonitrile). Run at temperature 80 celsius. The product is C(C)OC1=C(C(=C(C=C1)C=1C=C2COC(C2=CC1)=O)OCC1(COC1)CO)OC (5-[4-Ethoxy-2-(3-hydroxymethyl-oxetan-3-ylmethoxy)-3-methoxy-phenyl]-3H-isobenzofuran-1-one). The yield is 28.2%. Reaction SMILES: [CH2:1]([O:3][C:4]1[CH:9]=[CH:8][C:7]([C:10]2[CH:11]=[C:12]3[C:16](=[CH:17][CH:18]=2)[C:15](=[O:19])[O:14][CH2:13]3)=[C:6]([OH:20])[C:5]=1[O:21][CH3:22])[CH3:2].C(=O)([O-])[O-].[K+].[K+].Br[CH2:30][C:31]1([CH2:35][OH:36])[CH2:34][O:33][CH2:32]1>C(#N)C>[CH2:1]([O:3][C:4]1[CH:9]=[CH:8][C:7]([C:10]2[CH:11]=[C:12]3[C:16](=[CH:17][CH:18]=2)[C:15](=[O:19])[O:14][CH2:13]3)=[C:6]([O:20][CH2:30][C:31]2([CH2:35][OH:36])[CH2:34][O:33][CH2:32]2)[C:5]=1[O:21][CH3:22])[CH3:2] |f:1.2.3|. Reported procedure: To a stirring solution of 5-(4-ethoxy-2-hydroxy-3-methoxyphenyl)isobenzofuran-1(3H)-one (80 mg, 0.266 mmol) in acetonitrile (7 mL) was added potassium carbonate (110 mg, 0.798 mmol) and (3-Bromomethyl-oxetan-3-yl)-methanol (96 mg, 0.532 mmol) and the resultant reaction mixture was heated to 80° C. for 16 h. The reaction mixture was cooled to RT, filtered through celite and the filtrate was concentrated under reduced pressure. Purification of the residue by flash column chromatography (silica gel...